describe an organic reaction: reactants, conditions, products, and yield From a dataset of the Open Reaction Database (ORD), a public repository of structured organic reaction records. Starting materials: S(=O)(=O)(C1=CC=C(C)C=C1)N1CC(CCC1)SC1=CC=C(C=C1)Cl (N-tosyl-3-(p-chlorothiophenoxy)piperidine), ClC1=CC=C(C=C1)S (p-chlorothiophenol), 1-[(4-methylphenyl)sulfonyl]-3-piperidinol 4-methylphenylsulfonate ester, C([O-])([O-])=O.[Na+].[Na+] (sodium carbonate), C1(=CC=CC=C1)O (phenol). Solvent: CN(C=O)C (dimethylformamide), Br (hydrobromic acid). Conditions: temperature 100 celsius. Yields the product Cl.ClC1=CC=C(C=C1)SC1CNCCC1 (3-[(4-Chlorophenyl)thio]piperidine hydrochloride). RXN SMILES: [Cl:1]C1C=CC(S)=CC=1.C(=O)([O-])[O-].[Na+].[Na+].S([N:25]1[CH2:30][CH2:29][CH2:28][CH:27]([S:31][C:32]2[CH:37]=[CH:36][C:35]([Cl:38])=[CH:34][CH:33]=2)[CH2:26]1)(C1C=CC(C)=CC=1)(=O)=O.C1(O)C=CC=CC=1>CN(C)C=O.Br>[ClH:1].[Cl:38][C:35]1[CH:34]=[CH:33][C:32]([S:31][CH:27]2[CH2:28][CH2:29][CH2:30][NH:25][CH2:26]2)=[CH:37][CH:36]=1 |f:1.2.3,8.9|. Reported procedure: A mixture of 54 g (0.375 mole) of p-chlorothiophenol, 51.4 g (0.126 mole) of 1-[(4-methylphenyl)sulfonyl]-3-piperidinol-4-methylphenylsulfonate ester and 35 g of sodium carbonate in 500 ml of dimethylformamide was heated at 100° C. for 18 hr. The mixture was cooled and quenched in excess 1M sodium hydroxide solution. The aqueous mixture was extracted with several portions of methylene chloride and the combined methylene chloride extracts were extracted with several portions of 1M sodium hydroxid... The reactants are stainless steel, [Cl-].C(CCC)[N+]1(CCCC1)C (butylmethylpyrrolidinium chloride), halide salt, [Ru(CO)3Cl2]2, Co2(CO)8, C12C=CC(CC1)C2 (norbornene), C(=O)OC (methyl formate). Reagents/catalysts: [Ru] (ruthenium), [Co] (cobalt). Conditions: temperature 120 celsius. The product is C12(CCC(CC1)C2)C(=O)OC (methyl norbornane monocarboxylate). Reaction SMILES: [Cl-].C([N+]1(C)CCCC1)CCC.[CH:12]12[CH2:18][CH:15]([CH2:16][CH2:17]1)[CH:14]=[CH:13]2.[CH:19]([O:21][CH3:22])=[O:20]>[Ru].[Co]>[C:12]12([C:19]([O:21][CH3:22])=[O:20])[CH2:18][CH:15]([CH2:16][CH2:17]1)[CH2:14][CH2:13]2 |f:0.1|. Procedure details: In a pressure reactor made of stainless steel and having an internal volume of 50 ml, 0.05 mmol of [Ru(CO)3Cl2]2 as a ruthenium compound, 0.05 mmol of Co2(CO)8 as a cobalt compound, and 0.25 mmol of butylmethylpyrrolidinium chloride as a halide salt were introduced and mixed at room temperature, and thus a catalyst system was obtained. 5.0 mmol of norbornene and 5.0 mL of methyl formate were added to this catalyst system, subsequently the reactor was purged with nitrogen gas at 0.5 MPa, and the ... Starting materials: C1(=CC=CC=C1)C1=CC=C2CC(NC2=C1)=O (6-Phenyloxindole), C(C)(C)(C)OC(N(C)C)OC(C)(C)C (dimethylformamide di-t-butylacetal). The solvent is CN(C)C=O (DMF). Reaction conditions: time 4 hour. The product is CN(C)C=C1C(NC2=CC(=CC=C12)C1=CC=CC=C1)=O (3-Dimethylaminomethylene-6-phenyloxindole). Yield: 75.0%. RXN SMILES: [C:1]1([C:7]2[CH:15]=[C:14]3[C:10]([CH2:11][C:12](=[O:16])[NH:13]3)=[CH:9][CH:8]=2)[CH:6]=[CH:5][CH:4]=[CH:3][CH:2]=1.C(O[CH:22](OC(C)(C)C)[N:23]([CH3:25])[CH3:24])(C)(C)C>CN(C=O)C>[CH3:22][N:23]([CH:25]=[C:11]1[C:10]2[C:14](=[CH:15][C:7]([C:1]3[CH:2]=[CH:3][CH:4]=[CH:5][CH:6]=3)=[CH:8][CH:9]=2)[NH:13][C:12]1=[O:16])[CH3:24]. Reported procedure: 6-Phenyloxindole (0.053 mg, 0.25 mmol) and dimethylformamide di-t-butylacetal (0.08 mL, 0.32 mmol) were combined and dissolved in DMF. The reaction mixture was stirred at room temperature for 4 hours. The volatiles were removed in vacuo and the resulting residue was triturated with diethyl ether. The solids were collected by filtration (50 mg, 75% yield). ). 1H NMR 400 MHz (DMSO-d6) mixture of E and Z isomers: δ10.09 (s, 1H); 10.02 (s, 1H); 7.59-7.51 (m, 4H); 7.45-7.22 (m, 10H); 7.10-7.05 (m, 2H...